Dataset: the Open Reaction Database (ORD), a public repository of structured organic reaction records. Task: describe an organic reaction: reactants, conditions, products, and yield Starting materials: NC=1C(=C(C(=O)O)C(=CC1I)I)I (3-amino-2,4,6-triiodobenzoic acid), [C-]#N.[K+] (potassium cyanide), [OH-].[Na+] (sodium hydroxide), N(=O)[O-].[Na+] (sodium nitrite), S(O)(O)(=O)=O (sulfuric acid). Reagents/catalysts: [Cu]Cl (copper(I) chloride). Run in O (water), O (water). Reaction conditions: temperature 30 celsius, time 1 hour. The product is C(#N)C=1C(=C(C(=O)O)C(=CC1I)I)I (3-cyano-2,4,6-triiodobenzoic acid). Yield: 76.0%. RXN SMILES: N[C:2]1[C:3]([I:13])=[C:4]([C:8]([I:12])=[CH:9][C:10]=1[I:11])[C:5]([OH:7])=[O:6].N([O-])=O.[Na+].S(=O)(=O)(O)O.[OH-].[Na+].[C-:25]#[N:26].[K+]>[Cu]Cl.O>[C:25]([C:2]1[C:3]([I:13])=[C:4]([C:8]([I:12])=[CH:9][C:10]=1[I:11])[C:5]([OH:7])=[O:6])#[N:26] |f:1.2,4.5,6.7|. Procedure: 20.6 g. of 3-amino-2,4,6-triiodobenzoic acid is suspended in 220 ml. of water. After the dropwise addition of 24 ml. of a 30% aqueous sodium nitrite solution at 0° C., the pH value is brought down to 2 by adding dilute sulfuric acid. The batch is then stirred for one hour in an ice bath. By the gradual, dropwise addition of dilute sodium hydroxide solution, the batch is raised to pH 4.5, and the solution is allowed to stand under ice cooling. In the meantime, a solution of 20 g. of copper(I) chl... Reactants: COC1=CC(=C(C(=C1)C)S(=O)(=O)N(C)CC1=NN=C(O1)C(=O)OC)C (methyl 5-({[(4-methoxy-2,6-dimethylphenyl)sulfonyl](methyl)amino}methyl)-1,3,4-oxadiazole-2-carboxylate), COC1CCN(CC1)CC1=CC=C(C=C1)CNC (1-{4-[(4-methoxypiperidin-1-yl)methyl]phenyl}-N-methylmethanamine), C[Al](C)C (trimethylaluminium). Solvent: ClCCCl (DCE). Yields the product COC1=CC(=C(C(=C1)C)S(=O)(=O)N(C)CC1=NN=C(O1)C(=O)N(C)CC1=CC=C(C=C1)CN1CCC(CC1)OC)C (5-({[(4-Methoxy-2,6-dimethylphenyl)sulfonyl](methyl)amino}methyl)-N-{4-[(4-methoxypiperidin-1-yl)methyl]benzyl}-N-methyl-1,3,4-oxadiazole-2-carboxamide). RXN SMILES: [CH3:1][O:2][C:3]1[CH:8]=[C:7]([CH3:9])[C:6]([S:10]([N:13]([CH2:15][C:16]2[O:20][C:19]([C:21](OC)=[O:22])=[N:18][N:17]=2)[CH3:14])(=[O:12])=[O:11])=[C:5]([CH3:25])[CH:4]=1.[CH3:26][O:27][CH:28]1[CH2:33][CH2:32][N:31]([CH2:34][C:35]2[CH:40]=[CH:39][C:38]([CH2:41][NH:42][CH3:43])=[CH:37][CH:36]=2)[CH2:30][CH2:29]1.C[Al](C)C>ClCCCl>[CH3:1][O:2][C:3]1[CH:4]=[C:5]([CH3:25])[C:6]([S:10]([N:13]([CH2:15][C:16]2[O:20][C:19]([C:21]([N:42]([CH2:41][C:38]3[CH:37]=[CH:36][C:35]([CH2:34][N:31]4[CH2:32][CH2:33][CH:28]([O:27][CH3:26])[CH2:29][CH2:30]4)=[CH:40][CH:39]=3)[CH3:43])=[O:22])=[N:18][N:17]=2)[CH3:14])(=[O:12])=[O:11])=[C:7]([CH3:9])[CH:8]=1. Procedure: The title compound was prepared according to general procedure AT using methyl 5-({[(4-methoxy-2,6-dimethylphenyl)sulfonyl](methyl)amino}methyl)-1,3,4-oxadiazole-2-carboxylate (30 mg, 0.08 mmol), 1-{4-[(4-methoxypiperidin-1-yl)methyl]phenyl}-N-methylmethanamine (35 mg, 0.14 mmol) and trimethylaluminium (2 M in toluene, 0.08 mL) in DCE (5 mL). The crude product was purified using FCC, eluting with 95:4.5:0.5 DCM:MeOH:NH3. A portion of the fraction collected was further purified using prep method ...